This data is from the Open Reaction Database (ORD), a public repository of structured organic reaction records. The task is: describe an organic reaction: reactants, conditions, products, and yield The reactants are C(C)[C@]12[C@H](CCCC=3C1=CC=1C=NN(C1C3)C3=CC=C(C=C3)F)C[C@@](CC2)(O)C(F)(F)F ((3R,4aR,12bS)-12b-Ethyl-9-(4-fluorophenyl)-3-(trifluoromethyl)-1,2,3,4,4a,5,6,7,9,12b-decahydrobenzo[6,7]cyclohepta[1,2-f]indazol-3-ol), C1CC(=O)N(C1=O)Br (NBS), CC(C)(C#N)N=NC(C)(C)C#N (AIBN). Run in C(Cl)(Cl)(Cl)Cl (CCl4), C(Cl)Cl (DCM). Product: C(C)[C@]12[C@H](CC=CC=3C1=CC=1C=NN(C1C3)C3=CC=C(C=C3)F)C[C@@](CC2)(O)C(F)(F)F ((3R,4aR,12bS)-12b-ethyl-9-(4-fluorophenyl)-3-(trifluoromethyl)-1,2,3,4,4a,5,9,12b-octahydrobenzo[6,7]cyclohepta[1,2-f]indazol-3-ol). The yield is 16.0%. RXN SMILES: [CH2:1]([C@:3]12[CH2:27][CH2:26][C@@:25]([C:29]([F:32])([F:31])[F:30])([OH:28])[CH2:24][C@H:4]1[CH2:5][CH2:6][CH2:7][C:8]1[C:9]2=[CH:10][C:11]2[CH:12]=[N:13][N:14]([C:17]3[CH:22]=[CH:21][C:20]([F:23])=[CH:19][CH:18]=3)[C:15]=2[CH:16]=1)[CH3:2].C1C(=O)N(Br)C(=O)C1.CC(N=NC(C#N)(C)C)(C#N)C>C(Cl)(Cl)(Cl)Cl.C(Cl)Cl>[CH2:1]([C@:3]12[CH2:27][CH2:26][C@@:25]([C:29]([F:32])([F:31])[F:30])([OH:28])[CH2:24][C@H:4]1[CH2:5][CH:6]=[CH:7][C:8]1[C:9]2=[CH:10][C:11]2[CH:12]=[N:13][N:14]([C:17]3[CH:18]=[CH:19][C:20]([F:23])=[CH:21][CH:22]=3)[C:15]=2[CH:16]=1)[CH3:2]. Procedure: (3R,4aR,12bS)-12b-Ethyl-9-(4-fluorophenyl)-3-(trifluoromethyl)-1,2,3,4,4a,5,6,7,9,12b-decahydrobenzo[6,7]cyclohepta[1,2-f]indazol-3-ol (15, R1=4-Fluorophenyl, R2=Ethyl, R3=Trifluoromethyl) (0.030 g, 0.067 mmol), NBS (0.013 g, 0.074 mmol), and AIBN (0.0011 g, 0.0067 mmol) were dissolved in CCl4 (1 mL) and then mixed at reflux for about 2 h. The reaction was diluted with DCM (10 mL) and then washed with water (2×3 mL). The organic layer was dried over MgSO4, filtered and concentrated under reduced... Procedure: A mixture of 141 parts of 3-{[2-nitro-4-(trifluoromethyl)phenyl]amino}-1-propanol and 1200 parts of methanol is hydrogenated at normal pressure and at room temperature with 15 parts of Raney-nickel catalyst. After the calculated amount of hydrogen is taken up, the catalyst is filtered off and the filtrate is evaporated. The residue is crystallized from 2,2'-oxybispropane, yielding 110 parts (100%) of 3-{[2-amino-4-(trifluoromethyl)phenyl]amino}-1-propanol. The reagents and catalysts are [Ni] (Raney-nickel). Yield: 100.0%. As a reaction SMILES: [N+:1]([C:4]1[CH:9]=[C:8]([C:10]([F:13])([F:12])[F:11])[CH:7]=[CH:6][C:5]=1[NH:14][CH2:15][CH2:16][CH2:17][OH:18])([O-])=O.[H][H]>[Ni].CO>[NH2:1][C:4]1[CH:9]=[C:8]([C:10]([F:12])([F:13])[F:11])[CH:7]=[CH:6][C:5]=1[NH:14][CH2:15][CH2:16][CH2:17][OH:18]. Run in CO (methanol). The reactants are [H][H] (hydrogen), 141, [N+](=O)([O-])C1=C(C=CC(=C1)C(F)(F)F)NCCCO (3-{[2-nitro-4-(trifluoromethyl)phenyl]amino}-1-propanol). The product is 110, NC1=C(C=CC(=C1)C(F)(F)F)NCCCO (3-{[2-amino-4-(trifluoromethyl)phenyl]amino}-1-propanol). Reactants: CC1(CBr)SC2C(NC(=O)Cc3ccccc3)C(=O)N2C1C(=O)OCC(Cl)(Cl)Cl, O=P([O-])([O-])[O-], C1COCCO1, Sc1nc2ccccc2s1. Yields the product CC1(CSc2nc3ccccc3s2)SC2C(NC(=O)Cc3ccccc3)C(=O)N2C1C(=O)OCC(Cl)(Cl)Cl. Reaction SMILES: [Br:11][CH2:12][C:13]1([CH3:39])[S:14][CH:15]2[N:16]([CH:17]1[C:18](=[O:19])[O:20][CH2:21][C:22]([Cl:23])([Cl:24])[Cl:25])[C:26](=[O:38])[CH:27]2[NH:28][C:29]([CH2:30][c:31]1[cH:32][cH:33][cH:34][cH:35][cH:36]1)=[O:37].[O-:40][P:41](=[O:42])([O-:43])[O-:44].[O:45]1[CH2:46][CH2:47][O:48][CH2:49][CH2:50]1.[s:1]1[c:2]([SH:10])[n:3][c:4]2[c:5]1[cH:6][cH:7][cH:8][cH:9]2>>[s:1]1[c:2]([S:10][CH2:12][C:13]2([CH3:39])[S:14][CH:15]3[N:16]([CH:17]2[C:18](=[O:19])[O:20][CH2:21][C:22]([Cl:23])([Cl:24])[Cl:25])[C:26](=[O:38])[CH:27]3[NH:28][C:29]([CH2:30][c:31]2[cH:32][cH:33][cH:34][cH:35][cH:36]2)=[O:37])[n:3][c:4]2[c:5]1[cH:6][cH:7][cH:8][cH:9]2. Starting materials: BrC=1C=C2C(=NC1)NCC2 (5-Bromo-2,3-dihydro-1H-pyrrolo[2,3-b]pyridine), N1=CC(=CC=C1)B(O)O (3-pyridinyl-boronic acid), C(=O)([O-])[O-].[K+].[K+] (K2CO3). Reagents/catalysts: CC(C)(C)P(C1=CC=C(C=C1)N(C)C)C(C)(C)C.CC(C)(C)P(C1=CC=C(C=C1)N(C)C)C(C)(C)C.Cl[Pd]Cl (bis(di-tert-butyl(4-dimethylaminophenyl)phosphine)dichloropalladium (II)). Solvent: O1CCOCC1 (1,4-dioxane), O (water). Reaction conditions: temperature 100 celsius. Yields the product N1=CC(=CC=C1)C=1C=C2C(=NC1)NCC2 (5-pyridin-3-yl-2,3-dihydro-1H-pyrrolo[2,3-b]pyridine). The yield is 60.8%. Reaction SMILES: Br[C:2]1[CH:3]=[C:4]2[CH2:10][CH2:9][NH:8][C:5]2=[N:6][CH:7]=1.[N:11]1[CH:16]=[CH:15][CH:14]=[C:13](B(O)O)[CH:12]=1.C([O-])([O-])=O.[K+].[K+]>O1CCOCC1.O.CC(P(C(C)(C)C)C1C=CC(N(C)C)=CC=1)(C)C.CC(P(C(C)(C)C)C1C=CC(N(C)C)=CC=1)(C)C.Cl[Pd]Cl>[N:11]1[CH:16]=[CH:15][CH:14]=[C:13]([C:2]2[CH:3]=[C:4]3[CH2:10][CH2:9][NH:8][C:5]3=[N:6][CH:7]=2)[CH:12]=1 |f:2.3.4,7.8.9|. Reported procedure: 5-Bromo-2,3-dihydro-1H-pyrrolo[2,3-b]pyridine (500 mg, 2.5 mmol), 3-pyridinyl-boronic acid (370 mg, 3.0 mmol) and K2CO3 (694 mg, 5.0 mmol) are mixed in 6.5 mL of 1,4-dioxane and 0.65 mL of water. Argon gas is bubbled through the mixture for 10 min and bis(di-tert-butyl(4-dimethylaminophenyl)phosphine)dichloropalladium (II) (178 mg, 0.25 mmol) is added. The mixture is heated at 100° C. for 16 hrs. Then the solvents are removed and EtOAc (50 mL) is added along with 30 mL of water. The mixture is f...